This data is from the Open Reaction Database (ORD), a public repository of structured organic reaction records. The task is: describe an organic reaction: reactants, conditions, products, and yield Reactants: C(=O)(N1C=NC=C1)N1C=NC=C1 (1,1'-carbonyl diimidazole), C(C)OC(=O)N1CCNCC1 (ethyl-1-piperazine carboxylate), Br (hydrobromic acid), NC1=CC=C(C(=O)O)C=C1 (4-aminobenzoic acid), ClC(=O)OCC1=CC=CC=C1 (benzyl chloroformate). The solvent is CN(C)C=O.C1CCOC1 (DMF THF), C1CCOC1 (THF), C(C)(=O)O (acetic acid), C1CCOC1 (THF), N1=CC=CC=C1 (pyridine). Reaction conditions: temperature 75 celsius, time 1 hour. Product: NC1=CC=C(C(=O)N2CCNCC2)C=C1 (4-aminobenzoyl piperazine). The yield is 50.0%. Reaction SMILES: [NH2:1][C:2]1[CH:10]=[CH:9][C:5]([C:6]([OH:8])=O)=[CH:4][CH:3]=1.ClC(OCC1C=CC=CC=1)=O.[C:22]([N:29]1[CH:33]=[CH:32][N:31]=[CH:30]1)(N1C=CN=C1)=O.C(OC(N1CCNCC1)=O)C.Br>C1COCC1.CN(C=O)C.C1COCC1.C(O)(=O)C.N1C=CC=CC=1>[NH2:1][C:2]1[CH:3]=[CH:4][C:5]([C:6]([N:29]2[CH2:33][CH2:32][NH:31][CH2:30][CH2:22]2)=[O:8])=[CH:9][CH:10]=1 |f:6.7|. Procedure details: 4-aminobenzoic acid (Aldrich 99%) was reacted stoichiometrically with benzyl chloroformate (Aldrich 95%) in THF solvent in the presence of pyridine acid acceptor initially at 2-25° C. for 1 hour then refluxed 75° C. for 2 hours. After evaporation of solvent, washing the solids in water, filtering and drying, the resulting N-CBZ-protected product was obtained in 85% yield. This compound was first reacted with a stoichiometric quantity of 1,1'-carbonyl diimidazole at room temperature for 2 hours i... The reactants are C1CCNC1, Cc1nc(Cl)c2nc(-c3ccccc3)cc-2[nH]1, [K+], [K+], O=C([O-])[O-], O. Product: Cc1nc(N2CCCC2)c2nc(-c3ccccc3)cc-2[nH]1. Reaction SMILES: [CH2:18]1[CH2:19][CH2:20][NH:21][CH2:22]1.[Cl:1][c:2]1[c:3]2[n:11][c:10](-[c:12]3[cH:13][cH:14][cH:15][cH:16][cH:17]3)[cH:9][c:4]-2[nH:5][c:6]([CH3:8])[n:7]1.[K+:23].[K+:24].[O-:25][C:26]([O-:27])=[O:28].[OH2:29]>>[c:2]1([N:21]2[CH2:20][CH2:19][CH2:18][CH2:22]2)[c:3]2[n:11][c:10](-[c:12]3[cH:13][cH:14][cH:15][cH:16][cH:17]3)[cH:9][c:4]-2[nH:5][c:6]([CH3:8])[n:7]1. The product is O=C1c2cc[n+]([O-])cc2OCCN1Cc1ccccc1. As a reaction SMILES: [CH2:1]([c:2]1[cH:3][cH:4][cH:5][cH:6][cH:7]1)[N:8]([C:9]([c:10]1[c:11]([F:17])[cH:12][n+:13]([O-:16])[cH:14][cH:15]1)=[O:18])[CH2:19][CH2:20][OH:21].[CH2:25]1[O:26][CH2:27][CH2:28][CH2:29]1.[H-:22].[Na+:23].[OH2:24]>>[CH2:1]([c:2]1[cH:3][cH:4][cH:5][cH:6][cH:7]1)[N:8]1[C:9](=[O:18])[c:10]2[c:11]([cH:12][n+:13]([O-:16])[cH:14][cH:15]2)[O:21][CH2:20][CH2:19]1. The reactants are O=C(c1cc[n+]([O-])cc1F)N(CCO)Cc1ccccc1, C1CCOC1, [H-], [Na+], O. Reactants: Cl.[N+](=O)([O-])C=1C=C(C=CC1NC1CCNCC1)S(=O)(=O)N (3-nitro-4-(piperidin-4-ylamino)benzenesulfonamide hydrochloride), FC(CI)F (1,1-difluoro-2-iodoethane), C(C)(C)NC(C)C (diisopropylamine). The solvent is CN(C=O)C (N,N-dimethylformamide), ClCCl (dichloromethane). Conditions: temperature 85 celsius. Product: FC(CN1CCC(CC1)NC1=C(C=C(C=C1)S(=O)(=O)N)[N+](=O)[O-])F (4-(1-(2,2-difluoroethyl)piperidin-4-ylamino)-3-nitrobenzenesulfonamide). RXN SMILES: Cl.[N+:2]([C:5]1[CH:6]=[C:7]([S:18]([NH2:21])(=[O:20])=[O:19])[CH:8]=[CH:9][C:10]=1[NH:11][CH:12]1[CH2:17][CH2:16][NH:15][CH2:14][CH2:13]1)([O-:4])=[O:3].[F:22][CH:23]([F:26])[CH2:24]I.C(NC(C)C)(C)C>CN(C)C=O.ClCCl>[F:22][CH:23]([F:26])[CH2:24][N:15]1[CH2:16][CH2:17][CH:12]([NH:11][C:10]2[CH:9]=[CH:8][C:7]([S:18]([NH2:21])(=[O:19])=[O:20])=[CH:6][C:5]=2[N+:2]([O-:4])=[O:3])[CH2:13][CH2:14]1 |f:0.1|. Procedure: 3-nitro-4-(piperidin-4-ylamino)benzenesulfonamide hydrochloride (0.100 g), 1,1-difluoro-2-iodoethane (0.063 mL) and diisopropylamine (0.156 mL) were stirred together in N,N-dimethylformamide (3 ml) and heated to 85° C. The reaction was diluted with dichloromethane (50 mL) and washed with water (50 mL), brine (50 mL), dried over magnesium sulfate, filtered, and concentrated. The residue was loaded onto silica gel (GraceResolve 12 g) and eluted using a gradient of 0.5% methanol/dichloromethane to ... The reactants are N1N=CC=C1 (pyrazole), ClC=1N=C(C2=C(N1)SC1=C2CCCC1)NCCC1=CC2=C(C=C1)OCO2 (2-chloro-5,6,7,8-tetrahydro-4-(3,4-methylenedioxyphenethylamino)-[1]-benzothieno-[2,3-d]-pyrimidine). Yields the product N1(N=CC=C1)C=1N=C(C2=C(N1)SC1=C2CCCC1)NCCC1=CC2=C(C=C1)OCO2 (2-(pyrazol-1-yl)-5,6,7,8-tetrahydro-4-(3,4-methylenedioxyphenethylamino)-[1]-benzothieno-[2,3-d]-pyrimidine). Reaction SMILES: [NH:1]1[CH:5]=[CH:4][CH:3]=[N:2]1.Cl[C:7]1[N:8]=[C:9]([NH:20][CH2:21][CH2:22][C:23]2[CH:28]=[CH:27][C:26]3[O:29][CH2:30][O:31][C:25]=3[CH:24]=2)[C:10]2[C:15]3[CH2:16][CH2:17][CH2:18][CH2:19][C:14]=3[S:13][C:11]=2[N:12]=1>>[N:1]1([C:7]2[N:8]=[C:9]([NH:20][CH2:21][CH2:22][C:23]3[CH:28]=[CH:27][C:26]4[O:29][CH2:30][O:31][C:25]=4[CH:24]=3)[C:10]3[C:15]4[CH2:16][CH2:17][CH2:18][CH2:19][C:14]=4[S:13][C:11]=3[N:12]=2)[CH:5]=[CH:4][CH:3]=[N:2]1. Reported procedure: Following the procedure of Example 97, the reaction of pyrazole with 2-chloro-5,6,7,8-tetrahydro-4-(3,4-methylenedioxyphenethylamino)-[1]-benzothieno-[2,3-d]-pyrimidine gives 2-(pyrazol-1-yl)-5,6,7,8-tetrahydro-4-(3,4-methylenedioxyphenethylamino)-[1]-benzothieno-[2,3-d]-pyrimidine. The reactants are O=C(CCl)NC1COc2nc([N+](=O)[O-])cn2C1, FC(F)(F)Oc1ccc(C2CCNCC2)cc1. Product: O=C(CN1CCC(c2ccc(OC(F)(F)F)cc2)CC1)NC1COc2nc([N+](=O)[O-])cn2C1. As a reaction SMILES: [Cl:1][CH2:2][C:3](=[O:4])[NH:5][CH:6]1[CH2:7][n:8]2[c:9]([n:12][c:13]([N+:15](=[O:16])[O-:17])[cH:14]2)[O:10][CH2:11]1.[F:18][C:19]([O:20][c:21]1[cH:22][cH:23][c:24]([CH:27]2[CH2:28][CH2:29][NH:30][CH2:31][CH2:32]2)[cH:25][cH:26]1)([F:33])[F:34]>>[CH2:2]([C:3](=[O:4])[NH:5][CH:6]1[CH2:7][n:8]2[c:9]([n:12][c:13]([N+:15](=[O:16])[O-:17])[cH:14]2)[O:10][CH2:11]1)[N:30]1[CH2:29][CH2:28][CH:27]([c:24]2[cH:23][cH:22][c:21]([O:20][C:19]([F:18])([F:33])[F:34])[cH:26][cH:25]2)[CH2:32][CH2:31]1. The reactants are CCOC(=O)c1ccc(OCCCN2CCN(C3CC3)CC2)c(F)c1, [Na+], C1COCCO1, [OH-]. Product: O=C(O)c1ccc(OCCCN2CCN(C3CC3)CC2)c(F)c1. As a reaction SMILES: [CH2:1]([CH3:2])[O:3][C:4]([c:5]1[cH:6][c:7]([F:24])[c:8]([O:11][CH2:12][CH2:13][CH2:14][N:15]2[CH2:16][CH2:17][N:18]([CH:21]3[CH2:22][CH2:23]3)[CH2:19][CH2:20]2)[cH:9][cH:10]1)=[O:25].[Na+:27].[O:28]1[CH2:29][CH2:30][O:31][CH2:32][CH2:33]1.[OH-:26]>>[O:3]=[C:4]([c:5]1[cH:6][c:7]([F:24])[c:8]([O:11][CH2:12][CH2:13][CH2:14][N:15]2[CH2:16][CH2:17][N:18]([CH:21]3[CH2:22][CH2:23]3)[CH2:19][CH2:20]2)[cH:9][cH:10]1)[OH:25]. Starting materials: CC(C1CO1)N(Cc1ccccc1)Cc1ccccc1, CNCCCc1ccc(F)cc1, CCO. Product: CC(C(O)CN(C)CCCc1ccc(F)cc1)N(Cc1ccccc1)Cc1ccccc1. Reaction SMILES: [CH2:13]([c:14]1[cH:15][cH:16][cH:17][cH:18][cH:19]1)[N:20]([CH:21]([CH3:22])[CH:23]1[O:24][CH2:25]1)[CH2:26][c:27]1[cH:28][cH:29][cH:30][cH:31][cH:32]1.[CH3:1][NH:2][CH2:3][CH2:4][CH2:5][c:6]1[cH:7][cH:8][c:9]([F:12])[cH:10][cH:11]1.[CH3:33][CH2:34][OH:35]>>[CH3:1][N:2]([CH2:3][CH2:4][CH2:5][c:6]1[cH:7][cH:8][c:9]([F:12])[cH:10][cH:11]1)[CH2:25][CH:23]([CH:21]([N:20]([CH2:13][c:14]1[cH:15][cH:16][cH:17][cH:18][cH:19]1)[CH2:26][c:27]1[cH:28][cH:29][cH:30][cH:31][cH:32]1)[CH3:22])[OH:24]. Reactants: ClC=1C=NC=C(C(=NO)Cl)C1 (5-Chloro-N-hydroxynicotinimidoyl chloride), C(#C)C1=CC=C(C=C1)F (1-ethynyl-4-fluorobenzene), N (NH3). Product: ClC=1C=C(C=NC1)C1=NOC(=C1)C1=CC=C(C=C1)F (3-(5-Chloropyridin-3-yl)-5-(4-fluorophenyl)isoxazole). Reaction SMILES: [Cl:1][C:2]1[CH:3]=[N:4][CH:5]=[C:6]([CH:11]=1)[C:7](Cl)=[N:8][OH:9].[C:12]([C:14]1[CH:19]=[CH:18][C:17]([F:20])=[CH:16][CH:15]=1)#[CH:13].N>>[Cl:1][C:2]1[CH:11]=[C:6]([C:7]2[CH:13]=[C:12]([C:14]3[CH:19]=[CH:18][C:17]([F:20])=[CH:16][CH:15]=3)[O:9][N:8]=2)[CH:5]=[N:4][CH:3]=1. Procedure details: The titled compound was prepared according to Method CB using the product of Example 69B (57 mg, 0.3 mmol) and 1-ethynyl-4-fluorobenzene (Aldrich, 36 mg, 0.3 mmol). 1H NMR (300 MHz, DMSO-d6) δ 7.41-7.57 (m, 2H), 7.76 (s, 1H), 7.90-8.05 (m, 2H), 8.43 (t, J=2.2 Hz, 1H), 8.80 (d, J=2.4 Hz, 1H), 9.08 (d, J=1.6 Hz, 1H) ppm; MS (DCI/NH3) m/z 275 (M+H)+, 277 (M+H)+. Starting materials: ClC1=NC(=C(C(=O)NCC=2C(=NC=CC2)CNC([O-])=O)C=C1)NCCC1=CC(=CC=C1)F ((3-((6-chloro-2-(3-fluorophenethylamino)nicotinamido)methyl)pyridin-2-yl)methylcarbamate), C(=O)([O-])[O-].[K+].[K+] (K2CO3), C1(=CCCC1)B(O)O (cyclopenten-1-yl boronic acid). Reagents/catalysts: C=1C=CC(=CC1)[P](C=2C=CC=CC2)(C=3C=CC=CC3)[Pd]([P](C=4C=CC=CC4)(C=5C=CC=CC5)C=6C=CC=CC6)([P](C=7C=CC=CC7)(C=8C=CC=CC8)C=9C=CC=CC9)[P](C=1C=CC=CC1)(C=1C=CC=CC1)C=1C=CC=CC1 (tetrakis(triphenylphosphine)palladium(0)). The solvent is CN1CCCC1=O (NMP). The product is C1(=CCCC1)C1=NC(=C(C(=O)NCC=2C(=NC=CC2)CNC(OC(C)(C)C)=O)C=C1)NCCC1=CC(=CC=C1)F (tert-butyl (3-((6-cyclopentenyl-2-(3-fluorophenethylamino)nicotinamido)methyl)pyridin-2-yl)methylcarbamate). Reaction SMILES: Cl[C:2]1[CH:22]=[CH:21][C:5]([C:6]([NH:8][CH2:9][C:10]2[C:11]([CH2:16][NH:17][C:18](=[O:20])[O-:19])=[N:12][CH:13]=[CH:14][CH:15]=2)=[O:7])=[C:4]([NH:23][CH2:24][CH2:25][C:26]2[CH:31]=[CH:30][CH:29]=[C:28]([F:32])[CH:27]=2)[N:3]=1.C([O-])([O-])=O.[K+].[K+].[C:39]1(B(O)O)[CH2:43][CH2:42][CH2:41][CH:40]=1>C1C=CC([P]([Pd]([P](C2C=CC=CC=2)(C2C=CC=CC=2)C2C=CC=CC=2)([P](C2C=CC=CC=2)(C2C=CC=CC=2)C2C=CC=CC=2)[P](C2C=CC=CC=2)(C2C=CC=CC=2)C2C=CC=CC=2)(C2C=CC=CC=2)C2C=CC=CC=2)=CC=1.CN1C(=O)CCC1>[C:39]1([C:2]2[CH:22]=[CH:21][C:5]([C:6]([NH:8][CH2:9][C:10]3[C:11]([CH2:16][NH:17][C:18](=[O:20])[O:19][C:5]([CH3:21])([CH3:6])[CH3:4])=[N:12][CH:13]=[CH:14][CH:15]=3)=[O:7])=[C:4]([NH:23][CH2:24][CH2:25][C:26]3[CH:31]=[CH:30][CH:29]=[C:28]([F:32])[CH:27]=3)[N:3]=2)[CH2:43][CH2:42][CH2:41][CH:40]=1 |f:1.2.3,^1:50,52,71,90|. Reported procedure: A mixture of (3-((6-chloro-2-(3-fluorophenethylamino)nicotinamido)methyl)pyridin-2-yl)methylcarbamate (0.10 g, 0.19 mmol), tetrakis(triphenylphosphine)palladium(0) (0.045 g, 0.039 mmol), K2CO3 (0.081 g, 0.59 mmol), cyclopenten-1-yl boronic acid (0.026 g, 0.23 mmol) and NMP (0.2 mL) was sealed in a tube and microwaved at 150° C. for 30 min. The reaction mixture was filtered through a silica plug with EtOAc, washed with H2O, brine, dried (Na2SO4) and concentrated to give tert-butyl (3-((6-cyclopen...